From a dataset of the Open Reaction Database (ORD), a public repository of structured organic reaction records. describe an organic reaction: reactants, conditions, products, and yield The reactants are O=C1OCc2ccccc21, CN(C)C=O, [H-], [H][H], [Na+], Oc1cccc(Cl)c1. Product: O=C(O)c1ccccc1COc1cccc(Cl)c1. Reaction SMILES: [C:13]1(=[O:14])[O:15][CH2:16][c:17]2[cH:18][cH:19][cH:20][cH:21][c:22]21.[CH3:23][N:24]([CH3:25])[CH:26]=[O:27].[H-:1].[H:11][H:12].[Na+:2].[OH:3][c:4]1[cH:5][cH:6][cH:7][c:8]([Cl:9])[cH:10]1>>[O:3]([c:4]1[cH:5][cH:6][cH:7][c:8]([Cl:9])[cH:10]1)[CH2:16][c:17]1[cH:18][cH:19][cH:20][cH:21][c:22]1[C:13](=[O:14])[OH:15].